This data is from the Open Reaction Database (ORD), a public repository of structured organic reaction records. The task is: describe an organic reaction: reactants, conditions, products, and yield Reactants: CO, Cl, O=C1COc2ccc([N+](=O)[O-])nc2N1. Yields the product Nc1ccc2c(n1)NC(=O)CO2. RXN SMILES: [CH3:15][OH:16].[ClH:17].[N+:1]([O-:2])(=[O:3])[c:4]1[cH:5][cH:6][c:7]2[c:12]([n:13]1)[NH:11][C:10](=[O:14])[CH2:9][O:8]2>>[NH2:1][c:4]1[cH:5][cH:6][c:7]2[c:12]([n:13]1)[NH:11][C:10](=[O:14])[CH2:9][O:8]2. Reactants: N (NH3), OC1=C(C2=CC=CC=C2C=C1)C(=O)O (2-hydroxy-1-napthoic acid), Cl.CN(CCCN=C=NCC)C (1-(3-dimethylaminopropyl)-3-ethylcarbodiimide hydrochloride), ON1N=NC2=C1C=CC=C2 (1-hydroxybenzotriazole). Solvent: O1CCCC1 (tetrahydrofuran). Run at time 2 hour. Yields the product N (ammonia), OC1=C(C2=CC=CC=C2C=C1)C(=O)N (2-Hydroxy-1-naphthamide). Yield: 36.8%. RXN SMILES: [OH:1][C:2]1[CH:11]=[CH:10][C:9]2[C:4](=[CH:5][CH:6]=[CH:7][CH:8]=2)[C:3]=1[C:12]([OH:14])=O.Cl.C[N:17](C)CCCN=C=NCC.O[N:28]1C2C=CC=CC=2N=N1.N>O1CCCC1>[NH3:17].[OH:1][C:2]1[CH:11]=[CH:10][C:9]2[C:4](=[CH:5][CH:6]=[CH:7][CH:8]=2)[C:3]=1[C:12]([NH2:28])=[O:14] |f:1.2|. Procedure details: A solution of 2-hydroxy-1-napthoic acid (5.0 g, 26.6 mmol), 1-(3-dimethylaminopropyl)-3-ethylcarbodiimide hydrochloride (5.6 g, 29.2 mmol), and 1-hydroxybenzotriazole (3.95 g, 29.2 mmol) in tetrahydrofuran (70 ml) was stirred at room temperature for 30 minutes prior to the addition of 0.880 NH3 (6 ml). The resulting suspension was stirred at room temperature for 2 hours. The reaction mixture was filtered and the filtrate diluted with water (80 ml) and extracted with ethyl acetate (4×80 ml). The ... Starting materials: C(C1=CC=CC=C1)OC1=C(C=C(C#N)C=C1)OC1=NC(=C(C(=C1F)N(C(C)(C)C(=O)OCC)C)F)F (4-benzyloxy-3-[(4-(N-methyl-N-(1-ethoxycarbonyl-1-methylethyl)amino)-3,5,6-trifluoropyridin-2-yl)oxy]benzonitrile), CN1C(=NCC1)C=1C=C(C=CC1)O (3-((1-methyl)imidazolin-2-yl)phenol), C([O-])([O-])=O.[Cs+].[Cs+] (cesium carbonate), resultant mixture, O (water). Run in CS(=O)C (DMSO), C(C)(=O)OCC (ethyl acetate). Reaction conditions: time 13 hour. Product: C(C1=CC=CC=C1)OC1=C(C=C(C#N)C=C1)OC1=NC(=C(C(=C1F)N(C(C)(C)C(=O)OCC)C)F)OC1=CC(=CC=C1)C=1N(CCN1)C (4-benzyloxy-3-[(4-(N-methyl-N-(1-ethoxycarbonyl-1-methylethyl)amino)-6-(3-(1-methylimidazolin-2-yl)phenoxy)-3,5-difluoropyridin-2-yl)oxy]benzonitrile). RXN SMILES: [CH2:1]([O:8][C:9]1[CH:16]=[CH:15][C:12]([C:13]#[N:14])=[CH:11][C:10]=1[O:17][C:18]1[C:23]([F:24])=[C:22]([N:25]([CH3:34])[C:26]([C:29]([O:31][CH2:32][CH3:33])=[O:30])([CH3:28])[CH3:27])[C:21]([F:35])=[C:20](F)[N:19]=1)[C:2]1[CH:7]=[CH:6][CH:5]=[CH:4][CH:3]=1.[CH3:37][N:38]1[CH2:42][CH2:41][N:40]=[C:39]1[C:43]1[CH:44]=[C:45]([OH:49])[CH:46]=[CH:47][CH:48]=1.C(=O)([O-])[O-].[Cs+].[Cs+].O>CS(C)=O.C(OCC)(=O)C>[CH2:1]([O:8][C:9]1[CH:16]=[CH:15][C:12]([C:13]#[N:14])=[CH:11][C:10]=1[O:17][C:18]1[C:23]([F:24])=[C:22]([N:25]([CH3:34])[C:26]([C:29]([O:31][CH2:32][CH3:33])=[O:30])([CH3:27])[CH3:28])[C:21]([F:35])=[C:20]([O:49][C:45]2[CH:46]=[CH:47][CH:48]=[C:43]([C:39]3[N:38]([CH3:37])[CH2:42][CH2:41][N:40]=3)[CH:44]=2)[N:19]=1)[C:2]1[CH:7]=[CH:6][CH:5]=[CH:4][CH:3]=1 |f:2.3.4|. Reported procedure: To a solution of 4-benzyloxy-3-[(4-(N-methyl-N-(1-ethoxycarbonyl-1-methylethyl)amino)-3,5,6-trifluoropyridin-2-yl)oxy]benzonitrile (2.4 g, 4.5 mmol) in DMSO (50 mL) was added 3-((1-methyl)imidazolin-2-yl)phenol (0.8 g, 4.5 mmol) and cesium carbonate (1.9 g, 5.8 mmol). The resultant mixture was stirred at 35° C. After 13 hours, the mixture was then cooled to ambient temperature and poured into 200 mL of water and 200 mL of ethyl acetate. The aqueous layer was separated and extracted with 100 mL o... Reactants: Cl (hydrochloric acid), C(C)OC(COC1=NC(=C(C=C1Cl)Cl)F)=O (ethyl-(3,5-dichloro-6-fluoro-2-pyridyloxy)acetate), C(C)O (ethanol), [OH-].[Na+] (sodium hydroxide). Run in O (water). Product: ClC=1C(=NC(=C(C1)Cl)F)OCC(=O)O ((3,5-Dichloro-6-fluoro-2-pyridyloxy) acetic acid). RXN SMILES: C([O:3][C:4](=[O:16])[CH2:5][O:6][C:7]1[C:12]([Cl:13])=[CH:11][C:10]([Cl:14])=[C:9]([F:15])[N:8]=1)C.C(O)C.[OH-].[Na+].Cl>O>[Cl:13][C:12]1[C:7]([O:6][CH2:5][C:4]([OH:16])=[O:3])=[N:8][C:9]([F:15])=[C:10]([Cl:14])[CH:11]=1 |f:2.3|. Procedure: A mixture of 17 grams (0.06 mole) of ethyl-(3,5-dichloro-6-fluoro-2-pyridyloxy)acetate in 90 milliliters of commercial grade ethanol and 2.8 grams of sodium hydroxide in 25 milliliters of water was refluxed for ~20 minutes. Thereafter 5.9 cubic centimeters of concentrated hydrochloric acid was added thereto and the mixture stirred and cooled for 15 minutes. The mixture was filtered to recover the solid which precipitated and the solid was extracted exhaustively with boiling hexane followed by ex... Reactants: C, Cc1ccccc1N=C=O, COc1cc(CO)ccc1[N+](=O)[O-], COC(C)(C)C, [Pd]. Product: COc1cc(CO)ccc1NC(=O)Nc1ccccc1C. As a reaction SMILES: [C:24].[CH3:14][c:15]1[c:16]([N:21]=[C:22]=[O:23])[cH:17][cH:18][cH:19][cH:20]1.[CH3:1][O:2][c:3]1[cH:4][c:5]([CH2:6][OH:7])[cH:8][cH:9][c:10]1[N+:11]([O-:12])=[O:13].[CH3:26][O:27][C:28]([CH3:29])([CH3:30])[CH3:31].[Pd:25]>>[CH3:1][O:2][c:3]1[cH:4][c:5]([CH2:6][OH:7])[cH:8][cH:9][c:10]1[NH:11][C:22]([NH:21][c:16]1[c:15]([CH3:14])[cH:20][cH:19][cH:18][cH:17]1)=[O:23].